Dataset: the Open Reaction Database (ORD), a public repository of structured organic reaction records. Task: describe an organic reaction: reactants, conditions, products, and yield Reaction SMILES: [CH2:40]1[O:41][CH2:42][CH2:43][CH2:44]1.[CH3:1][O:2][C:3]([NH:4][CH:5]1[CH2:6][CH2:7][CH:8]([NH:11][c:12]2[n:13][cH:14][c:15]3[c:16]([n:17]2)[n:18]([CH2:24][CH2:25][CH2:26][O:27][Si:28]([C:29]([CH3:30])([CH3:31])[CH3:32])([CH3:33])[CH3:34])[c:19](=[O:23])[cH:20][c:21]3[NH2:22])[CH2:9][CH2:10]1)=[O:35].[CH3:36][C:37](=[O:38])[OH:39].[OH2:45]>>[CH3:1][O:2][C:3]([NH:4][CH:5]1[CH2:6][CH2:7][CH:8]([NH:11][c:12]2[n:13][cH:14][c:15]3[c:16]([n:17]2)[n:18]([CH2:24][CH2:25][CH2:26][OH:27])[c:19](=[O:23])[cH:20][c:21]3[NH2:22])[CH2:9][CH2:10]1)=[O:35]. Starting materials: C1CCOC1, COC(=O)NC1CCC(Nc2ncc3c(N)cc(=O)n(CCCO[Si](C)(C)C(C)(C)C)c3n2)CC1, CC(=O)O, O. The product is COC(=O)NC1CCC(Nc2ncc3c(N)cc(=O)n(CCCO)c3n2)CC1. Reactants: C(C)(=O)C=1C(N(C(N(C1C)C1=CC(=CC=C1)C(F)(F)F)=O)C)C1=C(C=C(C#N)C=C1)Br (4-[5-Acetyl-3,6-dimethyl-2-oxo-1-(3-trifluoromethyl-phenyl)-1,2,3,4-tetrahydro-pyrimidin-4-yl]-3-bromo-benzonitrile), C(C)(=O)[O-].[Na+] (sodium acetate), [C]=O (carbon monoxide), C(C)(=O)C=1C(N(C(N(C1C)C1=CC(=CC=C1)C(F)(F)F)=O)C)C1=C(C=C(C#N)C=C1)Br (4-[5-Acetyl-3,6-dimethyl-2-oxo-1-(3-trifluoromethyl-phenyl)-1,2,3,4-tetrahydro-pyrimidin-4-yl]-3-bromo-benzonitrile), ClCCl (dichloromethane). The solvent is CO (methanol). The product is COC(C1=C(C=CC(=C1)C#N)C1N(C(N(C(=C1C(C)=O)C)C1=CC(=CC=C1)C(F)(F)F)=O)C)=O (2-[5-Acetyl-3,6-dimethyl-2-oxo-1-(3-trifluoromethyl-phenyl)-1,2,3,4-tetrahydro-pyrimidin-4-yl]-5-cyano-benzoic acid methyl ester). As a reaction SMILES: [C:1]([C:4]1[CH:5]([C:23]2[CH:30]=[CH:29][C:26]([C:27]#[N:28])=[CH:25][C:24]=2Br)[N:6]([CH3:22])[C:7](=[O:21])[N:8]([C:11]2[CH:16]=[CH:15][CH:14]=[C:13]([C:17]([F:20])([F:19])[F:18])[CH:12]=2)[C:9]=1[CH3:10])(=[O:3])[CH3:2].Cl[CH2:33]Cl.[C:35]([O-:38])(=[O:37])C.[Na+].[C]=O>CO>[CH3:33][O:38][C:35](=[O:37])[C:24]1[CH:25]=[C:26]([C:27]#[N:28])[CH:29]=[CH:30][C:23]=1[CH:5]1[C:4]([C:1](=[O:3])[CH3:2])=[C:9]([CH3:10])[N:8]([C:11]2[CH:16]=[CH:15][CH:14]=[C:13]([C:17]([F:20])([F:18])[F:19])[CH:12]=2)[C:7](=[O:21])[N:6]1[CH3:22] |f:2.3,^3:39|. Procedure: 4-[5-Acetyl-3,6-dimethyl-2-oxo-1-(3-trifluoromethyl-phenyl)-1,2,3,4-tetrahydro-pyrimidin-4-yl]-3-bromo-benzonitrile (intermediate 4)(643.0 mg, 1.31 mmol), 1.1-bis(diphenyl-phosphino)-ferrocendichloropalladium(II), complex with dichloromethane (1:1) (51.5 mg, 0.06 mmol) and sodium acetate (327.5 mg, 4.0 mmol) are suspended in methanol (21 mL) and treated with carbon monoxide at 5 bar and 100° C. for 19 h. The reaction mixture is concentrated, water and ethyl acetate are added and the phases are s... Reactants: CC(C)(C)OC(=O)NC1(c2ccc(S(C)(=O)=O)cn2)CC1, ClCCl, O=C(O)C(F)(F)F. Yields the product CS(=O)(=O)c1ccc(C2(N)CC2)nc1. Reaction SMILES: [C:1]([O:2][C:3](=[O:4])[NH:7][C:8]1([c:11]2[n:12][cH:13][c:14]([S:17](=[O:18])(=[O:19])[CH3:20])[cH:15][cH:16]2)[CH2:9][CH2:10]1)([CH3:5])([CH3:6])[CH3:21].[Cl:29][CH2:30][Cl:31].[F:22][C:23]([F:24])([F:25])[C:26]([OH:27])=[O:28]>>[NH2:7][C:8]1([c:11]2[n:12][cH:13][c:14]([S:17](=[O:18])(=[O:19])[CH3:20])[cH:15][cH:16]2)[CH2:9][CH2:10]1. Reactants: Nc1nc2c(nc(Br)n2C2CC(O)C(CO)O2)c(=O)[nH]1, CO, NN, O. Product: Nc1nc2c(nc(N)n2C2CC(O)C(CO)O2)c(=O)[nH]1. RXN SMILES: [Br:3][c:4]1[n:5]([CH:6]2[CH2:7][CH:8]([OH:9])[CH:10]([CH2:11][OH:12])[O:13]2)[c:14]2[n:15][c:16]([NH2:22])[nH:17][c:18](=[O:21])[c:19]2[n:20]1.[CH3:23][OH:24].[NH2:1][NH2:2].[OH2:25]>>[NH2:1][c:4]1[n:5]([CH:6]2[CH2:7][CH:8]([OH:9])[CH:10]([CH2:11][OH:12])[O:13]2)[c:14]2[n:15][c:16]([NH2:22])[nH:17][c:18](=[O:21])[c:19]2[n:20]1. The reactants are NC1=C(C(=NO1)C)Br (5-amino-4-bromo-3-methylisoxazole), C(C)(C)C1=CC=C(C=C1)S(=O)(=O)Cl (4-iso-propylbenzenesulfonyl chloride). Yields the product C(C)(C)C1=CC=C(C=C1)S(=O)(=O)NC1=C(C(=NO1)C)Br (4-iso-Propyl-N-(4-bromo-3-methyl-5-isoxazolyl)benzenesulfonamide). The yield is 77.0%. RXN SMILES: [NH2:1][C:2]1[O:6][N:5]=[C:4]([CH3:7])[C:3]=1[Br:8].[CH:9]([C:12]1[CH:17]=[CH:16][C:15]([S:18](Cl)(=[O:20])=[O:19])=[CH:14][CH:13]=1)([CH3:11])[CH3:10]>>[CH:9]([C:12]1[CH:17]=[CH:16][C:15]([S:18]([NH:1][C:2]2[O:6][N:5]=[C:4]([CH3:7])[C:3]=2[Br:8])(=[O:20])=[O:19])=[CH:14][CH:13]=1)([CH3:11])[CH3:10]. Procedure: 4-iso-Propyl-N-(4-bromo-3-methyl-5-isoxazolyl)benzenesulfonamide was prepared in the same manner as described in Example 30 from 5-amino-4-bromo-3-methylisoxazole and 4-iso-propylbenzenesulfonyl chloride in 77% yield. Purification was achieved by recrystallization from ethyl acetate/hexanes to give a crystalline solid, m.p. 130-133° C.